This data is from the Open Reaction Database (ORD), a public repository of structured organic reaction records. The task is: describe an organic reaction: reactants, conditions, products, and yield Reactants: O=C([O-])[O-], Nc1cccc(Nc2cc(Cl)ncn2)n1, [Cs+], [Cs+], Nc1ccccc1, CN(C)C=O. Yields the product Nc1cccc(Nc2cc(Nc3ccccc3)ncn2)n1. RXN SMILES: [C:8](=[O:9])([O-:10])[O-:11].[Cl:14][c:15]1[cH:16][c:17]([NH:21][c:22]2[n:23][c:24]([NH2:28])[cH:25][cH:26][cH:27]2)[n:18][cH:19][n:20]1.[Cs+:12].[Cs+:13].[NH2:1][c:2]1[cH:3][cH:4][cH:5][cH:6][cH:7]1.[O:29]=[CH:30][N:31]([CH3:32])[CH3:33]>>[NH:1]([c:2]1[cH:3][cH:4][cH:5][cH:6][cH:7]1)[c:15]1[cH:16][c:17]([NH:21][c:22]2[n:23][c:24]([NH2:28])[cH:25][cH:26][cH:27]2)[n:18][cH:19][n:20]1. The reactants are O (water), OC(C)C(C(=O)OCC)=C (ethyl 2-(1-hydroxyethyl)acrylate), N1C=NC=C1 (imidazole), [Si](C)(C)(C(C)(C)C)Cl (t-butyldimethylsilyl chloride). Run in C(C)(=O)OCC (ethyl acetate), CN(C=O)C (N,N-dimethylformamide). Run at time 10 hour. The product is [Si](C)(C)(C(C)(C)C)OC(C)C(C(=O)OCC)=C (ethyl 2-[1-(t-butyl-dimethylsilyloxy)ethyl]acrylate). The yield is 95.5%. RXN SMILES: [OH:1][CH:2]([C:4](=[CH2:10])[C:5]([O:7][CH2:8][CH3:9])=[O:6])[CH3:3].N1C=CN=C1.[Si:16](Cl)([C:19]([CH3:22])([CH3:21])[CH3:20])([CH3:18])[CH3:17].O>CN(C)C=O.C(OCC)(=O)C>[Si:16]([O:1][CH:2]([C:4](=[CH2:10])[C:5]([O:7][CH2:8][CH3:9])=[O:6])[CH3:3])([C:19]([CH3:22])([CH3:21])[CH3:20])([CH3:18])[CH3:17]. Reported procedure: To a suspension of ethyl 2-(1-hydroxyethyl)acrylate (40 g) and imidazole (28.3 g) in N,N-dimethylformamide (200 ml)was added portionwise t-butyldimethylsilyl chloride (46 g) at 0° C. After the mixture was stirred for 10 hours, the reaction mixture was poured into a mixture of water and ethyl acetate. The aqueous layer was separated and extracted twice with ethyl acetate. The combined organic layers were washed with water, 1N hydrochloric acid, saturated aqueous sodium hydrogencarbonate, water an...